This data is from the Open Reaction Database (ORD), a public repository of structured organic reaction records. The task is: describe an organic reaction: reactants, conditions, products, and yield Yield: 47.9%. Run at temperature 35 celsius, time 2 hour. Procedure: A mixture of 2-(4-aminophenyl)-1-cyclopropyl-6-(2-methoxyethoxy)indole-3-carbonitrile (35 mg, 0.1 mmol), 4-nitrophenylchloroformate (50 mg, 0.25 mmol) in pyridine (2.0 mL) is stirred at 35° C. for 2 h, followed by the addition of 1-cyclopropylethanol (98 μL, 1.0 mmol). The mixture is then stirred at 60° C. overnight and diluted with water (10 mL) and DCM (5 mL). The organic is washed with water (3×5 mL), HCl (2N, 3×5 mL), saturated NaHCO3 (3×5 mL) and chromatographed (silica gel, EtOAc/DCM, 0.5/... The solvent is O (water), C(Cl)Cl (DCM), N1=CC=CC=C1 (pyridine). RXN SMILES: [NH2:1][C:2]1[CH:7]=[CH:6][C:5]([C:8]2[N:9]([CH:24]3[CH2:26][CH2:25]3)[C:10]3[C:15]([C:16]=2[C:17]#[N:18])=[CH:14][CH:13]=[C:12]([O:19][CH2:20][CH2:21][O:22][CH3:23])[CH:11]=3)=[CH:4][CH:3]=1.C1C([N+]([O-])=O)=CC=C([Cl-][C:37]([O-])=[O:38])C=1.[CH:40]1([CH:43]([OH:45])[CH3:44])[CH2:42][CH2:41]1>N1C=CC=CC=1.O.C(Cl)Cl>[CH:40]1([CH:43]([O:45][C:37](=[O:38])[NH:1][C:2]2[CH:7]=[CH:6][C:5]([C:8]3[N:9]([CH:24]4[CH2:26][CH2:25]4)[C:10]4[C:15]([C:16]=3[C:17]#[N:18])=[CH:14][CH:13]=[C:12]([O:19][CH2:20][CH2:21][O:22][CH3:23])[CH:11]=4)=[CH:4][CH:3]=2)[CH3:44])[CH2:42][CH2:41]1. Product: C1(CC1)C(C)OC(NC1=CC=C(C=C1)C=1N(C2=CC(=CC=C2C1C#N)OCCOC)C1CC1)=O ({4-[3-cyano-1-cyclopropyl-6-(2-methoxyethoxy)indol-2-yl]phenyl}carbamic acid 1-cyclopropylethyl ester). Reactants: NC1=CC=C(C=C1)C=1N(C2=CC(=CC=C2C1C#N)OCCOC)C1CC1 (2-(4-aminophenyl)-1-cyclopropyl-6-(2-methoxyethoxy)indole-3-carbonitrile), 4-nitrophenylchloroformate, C1(CC1)C(C)O (1-cyclopropylethanol). The reactants are lactam, CC=CCC (2-pentene), hemiaminal, [Li+].[B-](CC)(CC)CC (superhydride), lactam, N1CCCC1 (pyrrolidine), lactam, CC=CCC (2-pentene), BrC\C=C/CC (cis-1-bromo-2-pentene), 7a, solution, [Li+].C[Si](C)(C)[N-][Si](C)(C)C (LiHMDS). Run in C1CCOC1 (THF), C(Cl)Cl (DCM), C1CCOC1 (THF), C1CCOC1 (THF). The product is hemiaminal, [SiH](CC)(CC)CC (Et3SiH), N1CCCC1 (pyrrolidine), CC=CCC (2-pentene). RXN SMILES: [Li+].C[Si]([N-][Si:7]([CH3:10])(C)C)(C)C.Br[CH2:12]/[CH:13]=[CH:14]\[CH2:15][CH3:16].CC=C[CH2:20][CH3:21].[NH:22]1[CH2:26][CH2:25][CH2:24][CH2:23]1.[Li+].[B-](CC)(CC)CC>C1COCC1.C(Cl)Cl>[SiH:7]([CH2:15][CH3:16])([CH2:20][CH3:21])[CH2:10][CH3:23].[NH:22]1[CH2:26][CH2:25][CH2:24][CH2:23]1.[CH3:12][CH:13]=[CH:14][CH2:15][CH3:16] |f:0.1,5.6,^1:27|. Reported procedure: To a stirred solution of 7a (9.47 g, 29.7 mmol, 1 equiv) in anhydrous THF at −78° C. under N2 was added a 1 M solution of LiHMDS in THF (33 mmol, 33 mL, 1.1 equiv) followed by cis-1-bromo-2-pentene (4.21 mL, 35.6 mmol, 1.2 equiv), afforded a mixture of diastereomers of the lactam 7b (R9′=2-pentene) (43.2%) after silica gel purification. The lactam 7b (3.96 g, 10.22 mmol) was reduced to the pyrrolidine 7c (R9′=2-pentene) by the two-step sequence involving superhydride® reduction of the lactam to ... Reactants: O=C(Cl)c1ccccc1, C1CCOC1, CCCC1=NNC(=O)C1=C1C=C(Sc2ccc(N)cc2)c2ccccc2N1. Product: CCCC1=NNC(=O)C1=C1C=C(Sc2ccc(NC(=O)c3ccccc3)cc2)c2ccccc2N1. As a reaction SMILES: [C:28]([c:29]1[cH:30][cH:31][cH:32][cH:33][cH:34]1)(=[O:35])[Cl:36].[CH2:37]1[O:38][CH2:39][CH2:40][CH2:41]1.[NH2:1][c:2]1[cH:3][cH:4][c:5]([S:8][C:9]2=[CH:10][C:11](=[C:19]3[C:20]([CH2:25][CH2:26][CH3:27])=[N:21][NH:22][C:23]3=[O:24])[NH:12][c:13]3[cH:14][cH:15][cH:16][cH:17][c:18]32)[cH:6][cH:7]1>>[NH:1]([c:2]1[cH:3][cH:4][c:5]([S:8][C:9]2=[CH:10][C:11](=[C:19]3[C:20]([CH2:25][CH2:26][CH3:27])=[N:21][NH:22][C:23]3=[O:24])[NH:12][c:13]3[cH:14][cH:15][cH:16][cH:17][c:18]32)[cH:6][cH:7]1)[C:28]([c:29]1[cH:30][cH:31][cH:32][cH:33][cH:34]1)=[O:35]. The reactants are CC(NC(=O)Cc1cc(F)cc(F)c1)C(=O)O, NC1C(=O)NC(c2ccccc2)c2ccccc21. Product: CC(NC(=O)Cc1cc(F)cc(F)c1)C(=O)NC1C(=O)NC(c2ccccc2)c2ccccc21. RXN SMILES: [F:1][c:2]1[cH:3][c:4]([CH2:9][C:10](=[O:11])[NH:12][CH:13]([CH3:14])[C:15](=[O:16])[OH:17])[cH:5][c:6]([F:8])[cH:7]1.[NH2:18][CH:19]1[C:20](=[O:35])[NH:21][CH:22]([c:29]2[cH:30][cH:31][cH:32][cH:33][cH:34]2)[c:23]2[cH:24][cH:25][cH:26][cH:27][c:28]21>>[F:1][c:2]1[cH:3][c:4]([CH2:9][C:10](=[O:11])[NH:12][CH:13]([CH3:14])[C:15](=[O:17])[NH:18][CH:19]2[C:20](=[O:35])[NH:21][CH:22]([c:29]3[cH:30][cH:31][cH:32][cH:33][cH:34]3)[c:23]3[cH:24][cH:25][cH:26][cH:27][c:28]32)[cH:5][c:6]([F:8])[cH:7]1. Conditions: time 45 minute. Procedure details: Sodium triacetoxyborohydride (1.02 g, 4.82 mmol) was added to 2-Nitro-6,7,8,9-tetrahydro-5-oxa-9-aza-benzocycloheptene (0.312 g, 1.61 mmol) in Acetonitrile (15 mL) and Acetic acid (0.20 mL, 3.5 mmol), then 13 M of Formaldehyde in Water (0.60 mL) was added. After 45 min, the mixture was poured into 100 mL EtOAc and washed with satd. sodium bicarbonate (3×30 mL) and brine (50 mL). After drying over sodium sulfate and conc. the residue was chromatographed (ISCO, 40 g, 0-40% EtOAc:Hex) to afford 9-M... The reactants are C=O (Formaldehyde), C(C)(=O)O[BH-](OC(C)=O)OC(C)=O.[Na+] (Sodium triacetoxyborohydride), [N+](=O)([O-])C=1C=CC2=C(NCCCO2)C1 (2-Nitro-6,7,8,9-tetrahydro-5-oxa-9-aza-benzocycloheptene), C(C)(=O)O (Acetic acid). RXN SMILES: [C:1](O[BH-](OC(=O)C)OC(=O)C)(=O)C.[Na+].[N+:15]([C:18]1[CH:19]=[CH:20][C:21]2[O:27][CH2:26][CH2:25][CH2:24][NH:23][C:22]=2[CH:28]=1)([O-:17])=[O:16].C(O)(=O)C.C=O>C(#N)C.O.CCOC(C)=O>[CH3:1][N:23]1[C:22]2[CH:28]=[C:18]([N+:15]([O-:17])=[O:16])[CH:19]=[CH:20][C:21]=2[O:27][CH2:26][CH2:25][CH2:24]1 |f:0.1|. The product is CN1CCCOC2=C1C=C(C=C2)[N+](=O)[O-] (9-Methyl-2-nitro-6,7,8,9-tetrahydro-5-oxa-9-aza-benzocycloheptene). The solvent is O (Water), CCOC(=O)C (EtOAc), C(C)#N (Acetonitrile). Yield: 88.9%. Starting materials: CC(C)=O, CC(C)(O)COC1(C)CCC2(CC1)OCCO2, Cl, O. Yields the product CC(C)(O)COC1(C)CCC(=O)CC1. As a reaction SMILES: [CH3:19][C:20](=[O:21])[CH3:22].[CH3:1][C:2]([CH2:3][O:4][C:5]1([CH3:15])[CH2:6][CH2:7][C:8]2([O:9][CH2:12][CH2:11][O:10]2)[CH2:13][CH2:14]1)([CH3:16])[OH:17].[ClH:18].[OH2:23]>>[CH3:1][C:2]([CH2:3][O:4][C:5]1([CH3:15])[CH2:6][CH2:7][C:8](=[O:9])[CH2:13][CH2:14]1)([CH3:16])[OH:17]. The reactants are O=C([O-])[O-], C#CCBr, CC#N, O=c1sc(=Nc2ccc(Cl)c(O)c2F)n2n1CCCC2, [K+], [K+]. The product is C#CCOc1c(Cl)ccc(N=c2sc(=O)n3n2CCCC3)c1F. RXN SMILES: [C:25](=[O:26])([O-:27])[O-:28].[CH2:21]([C:22]#[CH:23])[Br:24].[CH3:31][C:32]#[N:33].[Cl:1][c:2]1[c:3]([OH:20])[c:4]([F:19])[c:5]([N:8]=[c:9]2[s:10][c:11](=[O:18])[n:12]3[n:17]2[CH2:16][CH2:15][CH2:14][CH2:13]3)[cH:6][cH:7]1.[K+:29].[K+:30]>>[Cl:1][c:2]1[c:3]([O:20][CH2:23][C:22]#[CH:21])[c:4]([F:19])[c:5]([N:8]=[c:9]2[s:10][c:11](=[O:18])[n:12]3[n:17]2[CH2:16][CH2:15][CH2:14][CH2:13]3)[cH:6][cH:7]1. The reactants are Cl.C1(CCCCC1)NC1=NC(=NC(=C1C)C)NCC1=NC=CC=C1 (N4-cyclohexyl-5,6-dimethyl-N2-(pyridin-2-ylmethyl)pyrimidine-2,4-diamine hydrochloride), C(C1=CC=CC=C1)N (benzylamine). Product: C(C1=CC=CC=C1)NC1=NC(=C(C(=N1)NC1CCCCC1)C)C (N2-benzyl-N4-cyclohexyl-5,6-dimethylpyrimidine-2,4-diamine). RXN SMILES: Cl.[CH:2]1([NH:8][C:9]2[C:14]([CH3:15])=[C:13]([CH3:16])[N:12]=[C:11]([NH:17][CH2:18][C:19]3[CH:24]=[CH:23][CH:22]=[CH:21]N=3)[N:10]=2)[CH2:7][CH2:6][CH2:5][CH2:4][CH2:3]1.[CH2:25](N)C1C=CC=CC=1>>[CH2:18]([NH:17][C:11]1[N:10]=[C:9]([NH:8][CH:2]2[CH2:3][CH2:4][CH2:5][CH2:6][CH2:7]2)[C:14]([CH3:15])=[C:13]([CH3:16])[N:12]=1)[C:19]1[CH:24]=[CH:23][CH:22]=[CH:21][CH:25]=1 |f:0.1|. Procedure: The titled compound was synthesized according to the general procedure described for preparation of N4-cyclohexyl-5,6-dimethyl-N2-(pyridin-2-ylmethyl)pyrimidine-2,4-diamine (Example 1) using benzylamine instead of (pyridin-2-ylmethyl)amine to afford the crude product. The solvent was removed by distillation, and the crude product was purified by HPLC (column: YMC-PACK ODS-AQ C18, 250 mm×20 mm, 10 μm; gradient: 20-50% acetonitrile in 0.02% trifluoroacetic acid/water over fifteen minutes; 50-100% ... Starting materials: CC1=C(C(=NC(=N1)C1=CC=CC=C1)C1=CC(=CC=C1)[N+](=O)[O-])C(=O)OCC (ethyl 6-methyl-4-(3-nitrophenyl)-2-phenyl-5-pyrimidinecarboxylate), C(CO)O (ethyleneglycol), O (water), C(C)(=O)OCC (ethyl acetate). Run in O1CCCC1 (tetrahydrofuran). Conditions: time 50 hour. Product: CC1=C(C(=NC(=N1)C1=CC=CC=C1)C1=CC(=CC=C1)[N+](=O)[O-])C(=O)OCCO (2-hydroxyethyl 6-methyl-4-(3-nitrophenyl)-2-phenyl-5-pyrimidinecarboxylate). As a reaction SMILES: [CH3:1][C:2]1[N:7]=[C:6]([C:8]2[CH:13]=[CH:12][CH:11]=[CH:10][CH:9]=2)[N:5]=[C:4]([C:14]2[CH:19]=[CH:18][CH:17]=[C:16]([N+:20]([O-:22])=[O:21])[CH:15]=2)[C:3]=1[C:23]([O:25][CH2:26][CH3:27])=[O:24].C(O)C[OH:30].O.C(OCC)(=O)C>O1CCCC1>[CH3:1][C:2]1[N:7]=[C:6]([C:8]2[CH:13]=[CH:12][CH:11]=[CH:10][CH:9]=2)[N:5]=[C:4]([C:14]2[CH:19]=[CH:18][CH:17]=[C:16]([N+:20]([O-:22])=[O:21])[CH:15]=2)[C:3]=1[C:23]([O:25][CH2:26][CH2:27][OH:30])=[O:24]. Procedure: A mixture of ethyl 6-methyl-4-(3-nitrophenyl)-2-phenyl-5-pyrimidinecarboxylate (2 g) and ethyleneglycol (8 ml) was stirred for 50 hours at 90°. The reaction mixture was poured into a mixture of water (50 ml), ethyl acetate (50 ml) and tetrahydrofuran (50 ml). The solvent was distilled off. The residue was chromatographed on silica gel, eluting with a mixture of n-hexane and ethyl acetate (10:1). The fractions containing the object compound were combined and concentrated in vacuo. The crystalline... Starting materials: FC=1C=C(C=CC1OC1=NC=C(C=C1)[N+](=O)[O-])NC(OC(C)(C)C)=O (tert-butyl {3-fluoro-4-[(5-nitropyridin-2-yl)oxy]phenyl}carbamate). The reagents and catalysts are [Pd] (palladium/carbon). The solvent is CO (methanol). Conditions: time 8 hour. Yields the product NC=1C=CC(=NC1)OC1=C(C=C(C=C1)NC(OC(C)(C)C)=O)F (tert-butyl {4-[(5-aminopyridin-2-yl)oxy]-3-fluorophenyl}carbamate). The yield is 89.8%. As a reaction SMILES: [F:1][C:2]1[CH:3]=[C:4]([NH:18][C:19](=[O:25])[O:20][C:21]([CH3:24])([CH3:23])[CH3:22])[CH:5]=[CH:6][C:7]=1[O:8][C:9]1[CH:14]=[CH:13][C:12]([N+:15]([O-])=O)=[CH:11][N:10]=1>CO.[Pd]>[NH2:15][C:12]1[CH:13]=[CH:14][C:9]([O:8][C:7]2[CH:6]=[CH:5][C:4]([NH:18][C:19](=[O:25])[O:20][C:21]([CH3:22])([CH3:23])[CH3:24])=[CH:3][C:2]=2[F:1])=[N:10][CH:11]=1. Procedure details: To a suspension of tert-butyl {3-fluoro-4-[(5-nitropyridin-2-yl)oxy]phenyl}carbamate (15 g, 42.9 mmol) in methanol (300 mL) was added 5 wt % palladium/carbon (3.0 g), and the mixture was stirred at room temperature for 8 hr under a hydrogen atmosphere. After nitrogen substitution, insoluble material was collected by filtration and washed with methanol. The solvent of the filtrate was evaporated under reduced pressure, water was added to the residue, and the mixture was extracted with ethyl aceta...